This data is from the Open Reaction Database (ORD), a public repository of structured organic reaction records. The task is: describe an organic reaction: reactants, conditions, products, and yield Starting materials: COC(C)(C)OC (2,2-Dimethoxypropane), OCC(C(C)=O)(C)CO (3,3-bis(hydroxymethyl)-2-butanone), resultant suspension. The solvent is ClCCl (dichloromethane). The product is C(C)(=O)C1(COC(OC1)(C)C)C (5-ACETYL-2,2,5-TRIMETHYL-1,3-DIOXANE). The yield is 87.0%. RXN SMILES: [CH3:1][O:2][C:3]([O:6][CH3:7])([CH3:5])[CH3:4].O[CH2:9][C:10](CO)(C)[C:11](=[O:13])[CH3:12]>ClCCl>[C:11]([C:10]1([CH3:9])[CH2:7][O:6][C:3]([CH3:5])([CH3:4])[O:2][CH2:1]1)(=[O:13])[CH3:12]. Procedure: 2,2-Dimethoxypropane (418 parts), 3,3-bis(hydroxymethyl)-2-butanone (265 parts) and Amberlyst-15®, (40 parts) are combined in dichloromethane (1,320 parts) and the resultant suspension stirred vigorously at room temperature, ca. 1 hr. The spent resin is separated from the solution by filtration and the residual solvents removed in vacuo to yield a pale straw-colored liquid which can solidify upon standing. Yield is 87% of theory and analytical samples are recrystallized from ethyl ether, m.p. 48... The reactants are CCOC(=O)N1c2ccc(C(F)(F)F)cc2C(Nc2nc(S(C)(=O)=O)ncc2Cc2cc(C(F)(F)F)cc(C(F)(F)F)c2)CC1CC, COc1ccc(CO)cc1, CC(=O)O, CN(C)C=O, CCOC(C)=O, [H-], [Na+], O. The product is CCOC(=O)N1c2ccc(C(F)(F)F)cc2C(Nc2nc(OCc3ccc(OC)cc3)ncc2Cc2cc(C(F)(F)F)cc(C(F)(F)F)c2)CC1CC. Reaction SMILES: [CH2:13]([CH3:14])[O:15][C:16](=[O:17])[N:18]1[CH:19]([CH2:58][CH3:59])[CH2:20][CH:21]([NH:32][c:33]2[n:34][c:35]([S:54]([CH3:55])(=[O:56])=[O:57])[n:36][cH:37][c:38]2[CH2:39][c:40]2[cH:41][c:42]([C:50]([F:51])([F:52])[F:53])[cH:43][c:44]([C:46]([F:47])([F:48])[F:49])[cH:45]2)[c:22]2[cH:23][c:24]([C:28]([F:29])([F:30])[F:31])[cH:25][cH:26][c:27]21.[CH3:1][O:2][c:3]1[cH:4][cH:5][c:6]([CH2:7][OH:8])[cH:9][cH:10]1.[CH3:60][C:61](=[O:62])[OH:63].[CH3:64][N:65]([CH3:66])[CH:67]=[O:68].[CH3:69][CH2:70][O:71][C:72](=[O:73])[CH3:74].[H-:11].[Na+:12].[OH2:75]>>[CH3:1][O:2][c:3]1[cH:4][cH:5][c:6]([CH2:7][O:8][c:35]2[n:34][c:33]([NH:32][CH:21]3[CH2:20][CH:19]([CH2:58][CH3:59])[N:18]([C:16]([O:15][CH2:13][CH3:14])=[O:17])[c:27]4[c:22]3[cH:23][c:24]([C:28]([F:29])([F:30])[F:31])[cH:25][cH:26]4)[c:38]([CH2:39][c:40]3[cH:41][c:42]([C:50]([F:51])([F:52])[F:53])[cH:43][c:44]([C:46]([F:47])([F:48])[F:49])[cH:45]3)[cH:37][n:36]2)[cH:9][cH:10]1. Reactants: CC(C)Cn1c(CN(C(=O)[O-])C(C)(C)C)c(-c2ccccc2)c2cc(OCC(N)=O)ccc2c1=O, CCOC(C)=O, Cl. The product is Cl, CC(C)Cn1c(CN)c(-c2ccccc2)c2cc(OCC(N)=O)ccc2c1=O. Reaction SMILES: [C:1]([N:5]([C:2](=[O:3])[O-:4])[CH2:9][c:10]1[n:11]([CH2:32][CH:33]([CH3:34])[CH3:35])[c:12](=[O:31])[c:13]2[cH:14][cH:15][c:16]([O:26][CH2:27][C:28](=[O:29])[NH2:30])[cH:17][c:18]2[c:19]1-[c:20]1[cH:21][cH:22][cH:23][cH:24][cH:25]1)([CH3:6])([CH3:7])[CH3:8].[CH3:37][CH2:38][O:39][C:40](=[O:41])[CH3:42].[ClH:36]>>[ClH:36].[NH2:5][CH2:9][c:10]1[n:11]([CH2:32][CH:33]([CH3:34])[CH3:35])[c:12](=[O:31])[c:13]2[cH:14][cH:15][c:16]([O:26][CH2:27][C:28](=[O:29])[NH2:30])[cH:17][c:18]2[c:19]1-[c:20]1[cH:21][cH:22][cH:23][cH:24][cH:25]1. Starting materials: C(C)(C)NC(C)C (diisopropylamine), C(CCC)[Li] (n-butyllithium), C1CCOC1 (THF), C(C)(C)(C)OC(C(CCCC(CC)=O)NS(=O)(=O)C1=CC=C(C=C1)OCC1=CC=C(C=C1)F)=O (2-[4-(4-fluoro-benzyloxy)-benzenesulfonylamino]-6-oxo-octanoic acid tert-butyl ester), C1CCOC1 (THF), Cl (HCl). Reaction conditions: time 20 minute. Yields the product C(C)(C)(C)OC(=O)C1N(CCCC1(CC)O)S(=O)(=O)C1=CC=C(C=C1)OCC1=CC=C(C=C1)F (1-[4-(4-fluoro-benzyloxy)-benzenesulfonyl]-3-hydroxy-3-ethyl-piperidine-2-carboxylic acid tert-butyl ester). RXN SMILES: [CH:1](NC(C)C)(C)[CH3:2].C([Li])CCC.[C:13]([O:17][C:18](=[O:46])[CH:19]([NH:27][S:28]([C:31]1[CH:36]=[CH:35][C:34]([O:37][CH2:38][C:39]2[CH:44]=[CH:43][C:42]([F:45])=[CH:41][CH:40]=2)=[CH:33][CH:32]=1)(=[O:30])=[O:29])CCCC(=O)CC)([CH3:16])([CH3:15])[CH3:14].Cl.[CH2:48]1[CH2:52][O:51][CH2:50][CH2:49]1>>[C:13]([O:17][C:18]([CH:19]1[C:52]([OH:51])([CH2:1][CH3:2])[CH2:48][CH2:49][CH2:50][N:27]1[S:28]([C:31]1[CH:36]=[CH:35][C:34]([O:37][CH2:38][C:39]2[CH:40]=[CH:41][C:42]([F:45])=[CH:43][CH:44]=2)=[CH:33][CH:32]=1)(=[O:30])=[O:29])=[O:46])([CH3:14])([CH3:16])[CH3:15]. Procedure: To a solution of diisopropylamine (0.35 mL, 2.5 mmol) in 10 mL of THF at −78° C. was added n-butyllithium. The mixture was warmed to room temperature and stirred for 20 min. After cooling to −78° C., a solution of 2-[4-(4-fluoro-benzyloxy)-benzenesulfonylamino]-6-oxo-octanoic acid tert-butyl ester (1.0 g, 2.1 mmol) in 2.5 mL of THF was added dropwise. The mixture was warmed to room temperature and stirred for 3 h. After acidifying with 1M HCl, the mixture was extracted 2× into ethyl acetate, and...